This data is from the Open Reaction Database (ORD), a public repository of structured organic reaction records. The task is: describe an organic reaction: reactants, conditions, products, and yield The reactants are C(C)OC(CCC(=C)Br)=O (4-bromo-pent4-enoic acid ethyl ester), C(Br)(Br)Br (bromoform), [Br-].[Br-].C(C1=CC=CC=C1)[N+](CC[N+](C)(C)CC1=CC=CC=C1)(C)C (N,N′-dibenzyl-N,N,N′,N′-tetramethylethylenediammonium dibromide), [OH-].[K+] (potassium hydroxide). The solvent is C(Cl)Cl (methylene chloride). Run at time 4 day. The product is C(C)OC(CCC1(C(C1)(Br)Br)Br)=O (3-(1,2,2-tribromo-cyclopropyl)-propionic acid ethyl ester). Yield: 66.4%. As a reaction SMILES: [CH2:1]([O:3][C:4](=[O:10])[CH2:5][CH2:6][C:7]([Br:9])=[CH2:8])[CH3:2].[CH:11]([Br:14])(Br)[Br:12].[Br-].[Br-].C([N+](C)(C)CC[N+](CC1C=CC=CC=1)(C)C)C1C=CC=CC=1.[OH-].[K+]>C(Cl)Cl>[CH2:1]([O:3][C:4](=[O:10])[CH2:5][CH2:6][C:7]1([Br:9])[CH2:8][C:11]1([Br:14])[Br:12])[CH3:2] |f:2.3.4,5.6|. Procedure: To a solution made of 12.12 g (58 mmol) of 4-bromo-pent4-enoic acid ethyl ester and 51 g (202 mmol) of bromoform and 100 g of methylene chloride was added 2.0 g of N,N′-dibenzyl-N,N,N′,N′-tetramethylethylenediammonium dibromide and 27.1 g (218 mmol) of 45% aqueous potassium hydroxide. The reaction mixture was stirred rapidly for 4 days. The resulting mixture was transferred to a separatory funnel and the phases were separated. The solvent was removed from the isolated organic layer in vacuo. Thi... Reactants: BrCCN1N=C(C(=C1)C(=O)N)[N+](=O)[O-] (1-(2-bromoethyl)-3-nitro-4-pyrazolecarboxamide), C(=O)([O-])[O-].[Na+].[Na+] (Na2CO3), Cl (HCl). Run at time 5 hour. The product is [N+](=O)([O-])C1=NN(C=C1C(=O)N)C=C (3-nitro-1-vinyl-4-pyrazolecarboxamide). RXN SMILES: Br[CH2:2][CH2:3][N:4]1[CH:8]=[C:7]([C:9]([NH2:11])=[O:10])[C:6]([N+:12]([O-:14])=[O:13])=[N:5]1.C([O-])([O-])=O.[Na+].[Na+].Cl>>[N+:12]([C:6]1[C:7]([C:9]([NH2:11])=[O:10])=[CH:8][N:4]([CH:3]=[CH2:2])[N:5]=1)([O-:14])=[O:13] |f:1.2.3|. Procedure details: A suspension of 5 gm. of 1-(2-bromoethyl)-3-nitro-4-pyrazolecarboxamide in 100 ml. of 5 percent Na2CO3 solution was refluxed with stirring for 5 hours. The mixture was cooled in an ice bath and acidified to ph 2 with concentrated HCl. The product precipitated and was separated by filtration. The solids were washed with cold water and recrystallized from methanol-water to product 2 gm. of 3-nitro-1-vinyl-4-pyrazolecarboxamide, m.p. 150°-52° C. The reactants are Cl.ClCCCNC1=CC(N(N=C1)C)=O (5-(3-chloropropylamino)-2-methyl-2H-pyridazine-3-one-hydrochloride), [I-].[K+] (potassium iodide), FC1=CC2=C(C(=NO2)C2CCNCC2)C=C1 (6-fluoro-3-piperidine-4-yl-1,2-benzisoxazole), C([O-])([O-])=O.[K+].[K+] (potassium carbonate). Product: FC1=CC2=C(C(=NO2)C2CCN(CC2)CCCNC2=CC(N(N=C2)C)=O)C=C1 (5-{3-[4-(6-fluoro-1,2-benzisoxazole-3-yl)-piperidine-1-yl]-propylamino}-2-methyl-2H-pyridazine-3-one). The solvent is C(C)#N (acetonitrile). Isolated yield 62.1%. Reaction SMILES: Cl.Cl[CH2:3][CH2:4][CH2:5][NH:6][C:7]1[CH:12]=[N:11][N:10]([CH3:13])[C:9](=[O:14])[CH:8]=1.[F:15][C:16]1[CH:30]=[CH:29][C:19]2[C:20]([CH:23]3[CH2:28][CH2:27][NH:26][CH2:25][CH2:24]3)=[N:21][O:22][C:18]=2[CH:17]=1.C(=O)([O-])[O-].[K+].[K+].[I-].[K+]>C(#N)C>[F:15][C:16]1[CH:30]=[CH:29][C:19]2[C:20]([CH:23]3[CH2:24][CH2:25][N:26]([CH2:3][CH2:4][CH2:5][NH:6][C:7]4[CH:12]=[N:11][N:10]([CH3:13])[C:9](=[O:14])[CH:8]=4)[CH2:27][CH2:28]3)=[N:21][O:22][C:18]=2[CH:17]=1 |f:0.1,3.4.5,6.7|. Reported procedure: 4.12 g (17.3 millimoles) of 5-(3-chloropropylamino)-2-methyl-2H-pyridazine-3-one-hydrochloride, 100 ml of acetonitrile, 4.29 g (19.5 millimoles) of 6-fluoro-3-piperidine-4-yl-1,2-benzisoxazole, 7.24 g of potassium carbonate and 0.39 g of potassium iodide are admixed. The reaction mixture is heated to boiling under stirring for 24 hours, cooled to room temperature and filtered. To the product 100 ml of water are added and the aqueous phase is extracted five times with 90 ml of dichloro methane ea... Conditions: time 24 hour. Procedure details: Prepared from 1-Bromo-3-ethoxy-4-methoxybenzene and tetrahydrophthalic anhydride as described for compound D. M.p. 132-135° C. RXN SMILES: Br[C:2]1[CH:7]=[CH:6][C:5]([O:8][CH3:9])=[C:4]([O:10][CH2:11][CH3:12])[CH:3]=1.[C:13]1(=[O:23])[O:18][C:16](=[O:17])[CH:15]2[CH2:19][CH2:20][CH:21]=[CH:22][CH:14]12>>[CH2:11]([O:10][C:4]1[CH:3]=[C:2]([CH:7]=[CH:6][C:5]=1[O:8][CH3:9])[C:13]([C@H:14]1[CH2:22][CH:21]=[CH:20][CH2:19][C@H:15]1[C:16]([OH:18])=[O:17])=[O:23])[CH3:12]. The reactants are BrC1=CC(=C(C=C1)OC)OCC (1-Bromo-3-ethoxy-4-methoxybenzene), C1(C2C(C(=O)O1)CCC=C2)=O (tetrahydrophthalic anhydride), compound D. The product is C(C)OC=1C=C(C(=O)[C@@H]2[C@H](C(=O)O)CC=CC2)C=CC1OC ((cis)-2-(3-Ethoxy-4-methoxybenzoyl)-1,2,3,6-tetrahydrobenzoic Acid). The reactants are BrCC(=O)OC (methyl bromoacetate), Cl (HCl), N1N=NN=C1C1=C(C=CC=C1)C1=CC=C(C=C1)CNC1=NC(=NC=2CCCCC12)C(F)(F)F (5,6,7,8-tetrahydro-N-[[2'-(1H-tetrazol-5-yl)[1,1'-biphenyl]-4-yl]methyl]-2-(trifluoromethyl)-4-quinazolinamine), [H-].[Na+] (NaH), C1(=CC=CC=C1)C(C1=CC=CC=C1)(C1=CC=CC=C1)Cl (triphenylmethylchloride). Run in O (water), O1CCOCC1 (dioxane), CN(C)C=O (DMF). Conditions: time 18 hour. Product: COC(CN(C1=NC(=NC=2CCCCC12)C(F)(F)F)CC1=CC=C(C=C1)C1=C(C=CC=C1)C1=NN=NN1)=O (N-[[2'-(1H-tetrazol-5 -yl)[1,1'-biphenyl]-4-yl]methyl]-N-[2-(trifluoromethyl)-5,6,7,8-tetrahydro-quinazolin-4-yl]-glycine methyl ester). Reaction SMILES: [NH:1]1[C:5]([C:6]2[CH:11]=[CH:10][CH:9]=[CH:8][C:7]=2[C:12]2[CH:17]=[CH:16][C:15]([CH2:18][NH:19][C:20]3[C:29]4[CH2:28][CH2:27][CH2:26][CH2:25][C:24]=4[N:23]=[C:22]([C:30]([F:33])([F:32])[F:31])[N:21]=3)=[CH:14][CH:13]=2)=[N:4][N:3]=[N:2]1.[H-].[Na+].C1(C(Cl)(C2C=CC=CC=2)C2C=CC=CC=2)C=CC=CC=1.Br[CH2:57][C:58]([O:60][CH3:61])=[O:59].Cl>CN(C=O)C.O.O1CCOCC1>[CH3:61][O:60][C:58](=[O:59])[CH2:57][N:19]([CH2:18][C:15]1[CH:16]=[CH:17][C:12]([C:7]2[CH:8]=[CH:9][CH:10]=[CH:11][C:6]=2[C:5]2[NH:1][N:2]=[N:3][N:4]=2)=[CH:13][CH:14]=1)[C:20]1[C:29]2[CH2:28][CH2:27][CH2:26][CH2:25][C:24]=2[N:23]=[C:22]([C:30]([F:32])([F:33])[F:31])[N:21]=1 |f:1.2|. Procedure details: To a 0° C. solution of 0.01 mmol of 5,6,7,8-tetrahydro-N-[[2'-(1H-tetrazol-5-yl)[1,1'-biphenyl]-4-yl]methyl]-2-(trifluoromethyl)-4-quinazolinamine in 10 mL of anhydrous DMF was added 0.01 mmol of NaH. The resulting solution was stirred at 0° C. for 30 minutes at which time 0.01 mmol of triphenylmethylchloride was added. The reaction mixture was stirred at room temperature for 18 hours and 0.01 mmol of methyl bromoacetate was added. After 24 hours the reaction mixture was diluted with water and e... Starting materials: CO, ClCCl, CC(=O)NC1=C2C=CC3C(CCC4(C)C(=O)CCC34)C2(C)C=CC1=O, [Na+], [OH-], O, OO. Product: CC(=O)NC1=C2C=CC3C4CCC(=O)C4(C)CCC3C2(C)C2OC2C1=O. As a reaction SMILES: [CH3:31][OH:32].[Cl:33][CH2:34][Cl:35].[NH:1]([C:2](=[O:3])[CH3:4])[C:5]1=[C:6]2[CH:7]=[CH:8][CH:9]3[CH:10]4[CH2:11][CH2:12][C:13](=[O:25])[C:14]4([CH3:15])[CH2:16][CH2:17][CH:18]3[C:19]2([CH3:24])[CH:20]=[CH:21][C:22]1=[O:23].[Na+:29].[OH-:28].[OH2:30].[OH:26][OH:27]>>[NH:1]([C:2](=[O:3])[CH3:4])[C:5]1=[C:6]2[CH:7]=[CH:8][CH:9]3[CH:10]4[CH2:11][CH2:12][C:13](=[O:25])[C:14]4([CH3:15])[CH2:16][CH2:17][CH:18]3[C:19]2([CH3:24])[CH:20]2[CH:21]([C:22]1=[O:23])[O:26]2.